The task is: describe an organic reaction: reactants, conditions, products, and yield. This data is from the Open Reaction Database (ORD), a public repository of structured organic reaction records. Starting materials: CC(CCOC(=O)C1(OC2=C(O1)C=CC(=C2)C[C@@H](C)NC[C@H](O)C2=CC(=CC=C2)Cl)C(=O)OCCC(C)C)C (5-{(2R)-2-[(2R)-2-(3-chloro-phenyl)-2-hydroxy-ethylamino]-propyl}-benzo[1,3]dioxole-2,2-dicarboxylic acid bis-(3-methylbutyl)ester). Solvent: C(Cl)(Cl)Cl (CHCl3). Product: CC(CCOC(=O)C1(OC2=C(O1)C=CC(=C2)C[C@@H](C)NC[C@H](O)C2=CC(=CC=C2)Cl)C(=O)O)C (5-{(2R)-2-[(2R)-2-(3-Chloro-phenyl)-2-hydroxy-ethylamino]-propyl}-benzo[1,3]dioxole-2,2-dicarboxylic acid (3-methylbutyl)ester). RXN SMILES: [CH3:1][CH:2]([CH3:39])[CH2:3][CH2:4][O:5][C:6]([C:8]1([C:31]([O:33]CCC(C)C)=[O:32])[O:12][C:11]2[CH:13]=[CH:14][C:15]([CH2:17][C@H:18]([NH:20][CH2:21][C@@H:22]([C:24]3[CH:29]=[CH:28][CH:27]=[C:26]([Cl:30])[CH:25]=3)[OH:23])[CH3:19])=[CH:16][C:10]=2[O:9]1)=[O:7]>C(Cl)(Cl)Cl>[CH3:1][CH:2]([CH3:39])[CH2:3][CH2:4][O:5][C:6]([C:8]1([C:31]([OH:33])=[O:32])[O:12][C:11]2[CH:13]=[CH:14][C:15]([CH2:17][C@H:18]([NH:20][CH2:21][C@@H:22]([C:24]3[CH:29]=[CH:28][CH:27]=[C:26]([Cl:30])[CH:25]=3)[OH:23])[CH3:19])=[CH:16][C:10]=2[O:9]1)=[O:7]. Procedure: The title compound was prepared from 5-{(2R)-2-[(2R)-2-(3-chloro-phenyl)-2-hydroxy-ethylamino]-propyl}-benzo[1,3]dioxole-2,2-dicarboxylic acid bis-(3-methylbutyl)ester according to the procedure of Example 22 as an off-white solid; 1H NMR (DMSO) δ 0.80-0.85 (m, 6H), 1.02-1.09 (m, 3H), 1.45 (q, 2H), 1.55-1.70 (m, 1H), 3.01-3.05 (m, 2H), 3.15-3.25 (m, 1H), 3.26-3.40 (m, 2H), 4.15 (t, 2H), 5.00-5.08 (m, 1H), 6.45 (bs, 1H), 6.55-6.65 (m, 1H), 6.75-6.90 (m, 2H), 7.45-7.49 (m, 5H), 7.51 (s, 1H); IR (K... Starting materials: FC(C(=O)O)(F)F (trifluoroacetic acid), COCOC1=C(C(=O)NC2=C(C(=O)OC(C)(C)C)C=CC(=C2)C2=CC=CC=C2)C=C(C=C1)CN1CCCCC1 (tert-butyl 2-(2-(methoxymethoxy)-5-((piperidin-1-yl)methyl)benzamido)-4-phenylbenzoate), C(Cl)Cl (methylene chloride). Run at time 3 hour. Yields the product Cl.OC1=C(C(=O)NC2=C(C(=O)O)C=CC(=C2)C2=CC=CC=C2)C=C(C=C1)CN1CCCCC1 (2-(2-hydroxy-5-((piperidin-1-yl)methyl)benzamido)-4-phenylbenzoic acid hydrochloride). As a reaction SMILES: FC(F)(F)C(O)=O.COC[O:11][C:12]1[CH:39]=[CH:38][C:37]([CH2:40][N:41]2[CH2:46][CH2:45][CH2:44][CH2:43][CH2:42]2)=[CH:36][C:13]=1[C:14]([NH:16][C:17]1[CH:29]=[C:28]([C:30]2[CH:35]=[CH:34][CH:33]=[CH:32][CH:31]=2)[CH:27]=[CH:26][C:18]=1[C:19]([O:21]C(C)(C)C)=[O:20])=[O:15].C(Cl)[Cl:48]>>[ClH:48].[OH:11][C:12]1[CH:39]=[CH:38][C:37]([CH2:40][N:41]2[CH2:42][CH2:43][CH2:44][CH2:45][CH2:46]2)=[CH:36][C:13]=1[C:14]([NH:16][C:17]1[CH:29]=[C:28]([C:30]2[CH:31]=[CH:32][CH:33]=[CH:34][CH:35]=2)[CH:27]=[CH:26][C:18]=1[C:19]([OH:21])=[O:20])=[O:15] |f:3.4|. Procedure details: Under ice-cooling, trifluoroacetic acid (1.0 mL) was added to a methylene chloride (2.0 mL) solution of the obtained tert-butyl 2-(2-(methoxymethoxy)-5-((piperidin-1-yl)methyl)benzamido)-4-phenylbenzoate (0.080 g), followed by stirring at room temperature for 3 hours. The solvent was evaporated under reduced pressure, and ethyl acetate was added to the obtained residue. The solid substance was collected by filtration. Ethyl acetate (1.0 mL) and a 4.0 mol/L hydrogen chloride-dioxane solution (0.2... The reactants are Brc1ccc(CN2CCCC2)nc1, CC(=O)[O-], O=C([O-])[O-], CC(=O)[O-], CC1(C)c2cccc(P(c3ccccc3)c3ccccc3)c2Oc2c(P(c3ccccc3)c3ccccc3)cccc21, [Cs+], [Cs+], CC(C)(C)c1ccc(N2C(=O)N(Cc3ccnc(N)c3)C(C)(C)C2=O)cc1, C1COCCO1, [Pd+2]. Product: CC(C)(C)c1ccc(N2C(=O)N(Cc3ccnc(Nc4ccc(CN5CCCC5)nc4)c3)C(C)(C)C2=O)cc1. Reaction SMILES: [Br:28][c:29]1[cH:30][cH:31][c:32]([CH2:35][N:36]2[CH2:37][CH2:38][CH2:39][CH2:40]2)[n:33][cH:34]1.[C:100]([O-:101])(=[O:102])[CH3:103].[C:83](=[O:84])([O-:85])[O-:86].[C:95]([O-:96])(=[O:97])[CH3:98].[CH3:41][C:42]1([CH3:43])[c:44]2[cH:45][cH:46][cH:47][c:48]([P:49]([c:50]3[cH:51][cH:52][cH:53][cH:54][cH:55]3)[c:56]3[cH:57][cH:58][cH:59][cH:60][cH:61]3)[c:62]2[O:63][c:64]2[c:65]1[cH:66][cH:67][cH:68][c:69]2[P:70]([c:71]1[cH:72][cH:73][cH:74][cH:75][cH:76]1)[c:77]1[cH:78][cH:79][cH:80][cH:81][cH:82]1.[Cs+:87].[Cs+:88].[NH2:1][c:2]1[n:3][cH:4][cH:5][c:6]([CH2:8][N:9]2[C:10](=[O:27])[N:11]([c:17]3[cH:18][cH:19][c:20]([C:23]([CH3:24])([CH3:25])[CH3:26])[cH:21][cH:22]3)[C:12](=[O:16])[C:13]2([CH3:14])[CH3:15])[cH:7]1.[O:89]1[CH2:90][CH2:91][O:92][CH2:93][CH2:94]1.[Pd+2:99]>>[NH:1]([c:2]1[n:3][cH:4][cH:5][c:6]([CH2:8][N:9]2[C:10](=[O:27])[N:11]([c:17]3[cH:18][cH:19][c:20]([C:23]([CH3:24])([CH3:25])[CH3:26])[cH:21][cH:22]3)[C:12](=[O:16])[C:13]2([CH3:14])[CH3:15])[cH:7]1)[c:29]1[cH:30][cH:31][c:32]([CH2:35][N:36]2[CH2:37][CH2:38][CH2:39][CH2:40]2)[n:33][cH:34]1.